Dataset: the Open Reaction Database (ORD), a public repository of structured organic reaction records. Task: describe an organic reaction: reactants, conditions, products, and yield Starting materials: Cl (hydrochloric acid), C(C)OP(OCC)Cl (Diethylchlorophosphite), O (water), C1(=CC=CC=C1)CCC[Mg]Br (Phenylpropylmagnesium bromide). The solvent is C(C)OCC (diethyl ether). Conditions: temperature 5 celsius, time 30 minute. The product is C1(=CC=CC=C1)CCCP(O)=O (3-phenylpropylphosphinic acid). The yield is 53.2%. RXN SMILES: C([O:3][P:4](Cl)[O:5]CC)C.[C:9]1([CH2:15][CH2:16][CH2:17][Mg]Br)[CH:14]=[CH:13][CH:12]=[CH:11][CH:10]=1.O.Cl>C(OCC)C>[C:9]1([CH2:15][CH2:16][CH2:17][PH:4](=[O:3])[OH:5])[CH:14]=[CH:13][CH:12]=[CH:11][CH:10]=1. Procedure details: Diethylchlorophosphite (15.7 g, 0.1 mol) in 50 mL of dry diethyl ether was cooled to 5° C. under an atmosphere of nitrogen. Phenylpropylmagnesium bromide (100 mL, 0.1 mol, 1.0 M solution of in Et2O) was added dropwise over 2 hours while maintaining a temperature between 0-10° C. A thick white slurry formed and was stirred an additional 30 minutes. The mixture was filtered under a nitrogen atmosphere and the filtrate evaporated under reduced pressure to give a clear and colorless liquid. To the l... The reactants are C(=O)([O-])[O-].[K+].[K+] (K2CO3), CN1CCNCC1 (1-methylpiperazine), ClCC(=O)NC1=NN2C(C(=C(C(=C2)C=2N(N=CC2)C2=CC=C(C=C2)C#N)C)C2=CC(=CC=C2)C(F)(F)F)=N1 (2-Chloro-N-[6-[2-(4-cyano-phenyl)-2H-pyrazol-3-yl]-7-methyl-8-(3-trifluoromethyl-phenyl)-[1,2,4]triazolo[1,5-a]pyridin-2-yl]-acetamide). Run in CN(C)C=O (DMF). Reaction conditions: time 2 hour. The product is C(#N)C1=CC=C(C=C1)N1N=CC=C1C=1C(=C(C=2N(C1)N=C(N2)NC(CN2CCN(CC2)C)=O)C2=CC(=CC=C2)C(F)(F)F)C (N-[6-[2-(4-Cyano-phenyl)-2H-pyrazol-3-yl]-7-methyl-8-(3-trifluoromethyl-phenyl)-[1,2,4]triazolo[1,5-a]pyridin-2-yl]-2-(4-methyl-piperazin-1-yl)-acetamide). The yield is 76.2%. RXN SMILES: Cl[CH2:2][C:3]([NH:5][C:6]1[N:38]=[C:9]2[C:10]([C:28]3[CH:33]=[CH:32][CH:31]=[C:30]([C:34]([F:37])([F:36])[F:35])[CH:29]=3)=[C:11]([CH3:27])[C:12]([C:14]3[N:15]([C:19]4[CH:24]=[CH:23][C:22]([C:25]#[N:26])=[CH:21][CH:20]=4)[N:16]=[CH:17][CH:18]=3)=[CH:13][N:8]2[N:7]=1)=[O:4].C([O-])([O-])=O.[K+].[K+].[CH3:45][N:46]1[CH2:51][CH2:50][NH:49][CH2:48][CH2:47]1>CN(C=O)C>[C:25]([C:22]1[CH:23]=[CH:24][C:19]([N:15]2[C:14]([C:12]3[C:11]([CH3:27])=[C:10]([C:28]4[CH:33]=[CH:32][CH:31]=[C:30]([C:34]([F:37])([F:36])[F:35])[CH:29]=4)[C:9]4[N:8]([N:7]=[C:6]([NH:5][C:3](=[O:4])[CH2:2][N:49]5[CH2:50][CH2:51][N:46]([CH3:45])[CH2:47][CH2:48]5)[N:38]=4)[CH:13]=3)=[CH:18][CH:17]=[N:16]2)=[CH:20][CH:21]=1)#[N:26] |f:1.2.3|. Procedure details: 2-Chloro-N-[6-[2-(4-cyano-phenyl)-2H-pyrazol-3-yl]-7-methyl-8-(3-trifluoromethyl-phenyl)-[1,2,4]triazolo[1,5-a]pyridin-2-yl]-acetamide (Int. 17, 150 mg, 0.28 mmol) was stirred in dry DMF (3 mL), then K2CO3 (83 mg, 0.60 mmol) and 1-methylpiperazine (56 mg, 0.56 mmol) were added. Stirring was continued for 2 hrs at RT then the reaction mixture was partitioned between EtOAc and water. The organic layer was washed with water followed by saturated brine, then dried (Na2SO4) and concentrated in vacuo....